This data is from the Open Reaction Database (ORD), a public repository of structured organic reaction records. The task is: describe an organic reaction: reactants, conditions, products, and yield Reactants: [H-].[Na+] (Sodium hydride), CS(=O)(=O)OCC1=NC(=C2N=CN(C2=N1)[C@@H]1O[C@@H]([C@H]([C@H]1O[Si](C)(C)C(C)(C)C)O[Si](C)(C)C(C)(C)C)COC)NCC(C1=CC=CC=C1)C1=CC=CC=C1 ({9-[(2R,3R,4R,5R)-3,4-bis{[tert-butyl(dimethyl)silyl]oxy}-5-(methoxymethyl)tetrahydro-2-furanyl]-6-[(2,2-diphenylethyl)amino]-9H-purin-2-yl}methyl methanesulfonate), CN1CCC(CC1)O (1-methyl-4-piperidinol). Run in O1CCCC1 (tetrahydrofuran). Yields the product [Si](C)(C)(C(C)(C)C)O[C@H]1[C@@H](O[C@@H]([C@H]1O[Si](C)(C)C(C)(C)C)COC)N1C2=NC(=NC(=C2N=C1)NCC(C1=CC=CC=C1)C1=CC=CC=C1)COC1CCN(CC1)C (N-(9-[(2R,3R,4R,5R)-3,4-Bis{[tert-butyl(dimethyl)silyl]oxy}-5-(methoxymethyl)tetrahydro-2-furanyl]-2-{[(1-methyl-4-piperidinyl)oxy]methyl}-9H-purin-6-yl)-N-(2,2-diphenylethyl)amine). The yield is 11.9%. Reaction SMILES: [H-].[Na+].CS([O:7][CH2:8][C:9]1[N:17]=[C:16]2[C:12]([N:13]=[CH:14][N:15]2[C@H:18]2[C@H:22]([O:23][Si:24]([C:27]([CH3:30])([CH3:29])[CH3:28])([CH3:26])[CH3:25])[C@H:21]([O:31][Si:32]([C:35]([CH3:38])([CH3:37])[CH3:36])([CH3:34])[CH3:33])[C@@H:20]([CH2:39][O:40][CH3:41])[O:19]2)=[C:11]([NH:42][CH2:43][CH:44]([C:51]2[CH:56]=[CH:55][CH:54]=[CH:53][CH:52]=2)[C:45]2[CH:50]=[CH:49][CH:48]=[CH:47][CH:46]=2)[N:10]=1)(=O)=O.[CH3:57][N:58]1[CH2:63][CH2:62][CH:61](O)[CH2:60][CH2:59]1>O1CCCC1>[Si:24]([O:23][C@@H:22]1[C@H:21]([O:31][Si:32]([C:35]([CH3:36])([CH3:38])[CH3:37])([CH3:33])[CH3:34])[C@@H:20]([CH2:39][O:40][CH3:41])[O:19][C@H:18]1[N:15]1[CH:14]=[N:13][C:12]2[C:16]1=[N:17][C:9]([CH2:8][O:7][CH:61]1[CH2:62][CH2:63][N:58]([CH3:57])[CH2:59][CH2:60]1)=[N:10][C:11]=2[NH:42][CH2:43][CH:44]([C:45]1[CH:46]=[CH:47][CH:48]=[CH:49][CH:50]=1)[C:51]1[CH:52]=[CH:53][CH:54]=[CH:55][CH:56]=1)([C:27]([CH3:30])([CH3:29])[CH3:28])([CH3:26])[CH3:25] |f:0.1|. Procedure details: Sodium hydride (42 mg of an 80% dispersion in mineral oil, 1.4 mmol) was added to a stirred solution of {9-[(2R,3R,4R,5R)-3,4-bis{[tert-butyl(dimethyl)silyl]oxy}-5-(methoxymethyl)tetrahydro-2-furanyl]-6-[(2,2-diphenylethyl)amino]-9H-purin-2-yl}methyl methanesulfonate (preparation 16) (540 mg, 0.7 mmol) and 1-methyl-4-piperidinol (160 mg, 1.4 mmol) in tetrahydrofuran (10 ml). The reaction mixture was heated at reflux for 24 hr and then the solvent removed under reduced pressure to give a residue ... The reactants are CNCC (methyl-N-ethylamine), C1(=CC=CC=C1)C(C(CBr)O)C1=CC=CC=C1 (1,1 -diphenyl-3-bromo-propan-2-ol). Solvent: C(C)O (ethanol). Product: CN(CC)CC(C(C1=CC=CC=C1)C1=CC=CC=C1)O (3-(N-methyl-N-ethylamino)-1,1 -diphenyl-propan-2-ol). As a reaction SMILES: [CH3:1][NH:2][CH2:3][CH3:4].[C:5]1([CH:11]([C:16]2[CH:21]=[CH:20][CH:19]=[CH:18][CH:17]=2)[CH:12]([OH:15])[CH2:13]Br)[CH:10]=[CH:9][CH:8]=[CH:7][CH:6]=1>C(O)C>[CH3:1][N:2]([CH2:13][CH:12]([OH:15])[CH:11]([C:5]1[CH:10]=[CH:9][CH:8]=[CH:7][CH:6]=1)[C:16]1[CH:21]=[CH:20][CH:19]=[CH:18][CH:17]=1)[CH2:3][CH3:4]. Procedure: Excess N methyl-N-ethylamine was added to a solution of 1,1 -diphenyl-3-bromo-propan-2-ol (2 g.) in ethanol. After 60 hours the solution was evaporated and the residue was evaporated and the residue dissolved in dilute hydrochloric acid and ether. Basification of the acid extract and subsequent isolation through ether in the usual manner gave 3-(N-methyl-N-ethylamino)-1,1 -diphenyl-propan-2-ol isolated as the hydrochloride (1 25 g., 60%), m.p. 159° - 161°.